Dataset: the Open Reaction Database (ORD), a public repository of structured organic reaction records. Task: describe an organic reaction: reactants, conditions, products, and yield The reactants are CN(C)C1=CC=C(C2=C1C[C@H]3C[C@H]4[C@@H](C(=C(C(=O)[C@]4(C(=C3C2=O)O)O)C(=O)N)O)N(C)C)O (minocycline), CCOC(=O)[C@H](CCCN=C(N)N)NC(=O)C1=CC=CC=C1 (BAEE), C[C@]1(C=2C(=CC=C(C2C(=O)C3=C([C@]4([C@@H](C[C@@H]31)[C@@H](C(=C(C4=O)C(=O)N)O)N(C)C)O)O)O)Cl)O (chlortetracycline), C[C@H]1[C@@]([C@H]([C@@H](O1)O[C@@H]2[C@H]([C@@H]([C@H]([C@@H]([C@H]2O)O)NC(=N)N)O)NC(=N)N)O[C@H]3[C@H]([C@@H]([C@H]([C@@H](O3)CO)O)O)NC)(C=O)O (streptomycin). The product is N[C@@H](CCCNC(=O)N)C(=O)O (Cit). RXN SMILES: CN(C1C2C[C@@H]3C(C(=O)C=2C(O)=CC=1)=C(O)[C@@]1(O)[C@H]([C@H](N(C)C)C(O)=C(C(N)=O)C1=[O:18])C3)C.C[C@]1(O)[C@@H]2C(=C(O)[C@]3(O)C(=O)C(C(N)=O)=C(O)[C@@H](N(C)C)[C@@H]3C2)C(=O)C2C(O)=CC=C(Cl)C1=2.C[C@@H]1O[C@@H](O[C@H]2[C@H](O)[C@@H](O)[C@H](NC(N)=N)[C@@H](O)[C@@H]2NC(N)=N)[C@H](O[C@@H]2O[C@@H](CO)[C@H](O)[C@@H](O)[C@@H]2NC)[C@@]1(O)C=O.CC[O:109][C:110]([C@@H:112]([NH:120]C(C1C=CC=CC=1)=O)[CH2:113][CH2:114][CH2:115][N:116]=[C:117](N)[NH2:118])=[O:111]>>[NH2:120][C@H:112]([C:110]([OH:109])=[O:111])[CH2:113][CH2:114][CH2:115][NH:116][C:117]([NH2:118])=[O:18]. Reported procedure: Inhibition constants were determined for minocycline, chlortetracycline, and streptomycin using standard kinetic analyses. Briefly, the compounds were incubated in Reaction Buffer containing various concentrations of BAEE (0-20 mM) for 10 minutes at 37° C. PAD4 (0.2 μM) was then added to initiate the reaction and allowed to proceed for 6 additional minutes. Reactions were then quenched by flash freezing in liquid N2 and the amount of Cit produced was quantified. The data obtained for streptomyci... Starting materials: [H-].[Na+] (sodium hydride), C(C1=CC=CC=C1)OC(=O)N1CC(NCC1)=O (4-benzyloxycarbonylpiperazin-2-one), C(C=C)I (allyl iodide). Run in C1CCOC1 (THF). The product is C(C1=CC=CC=C1)OC(=O)N1CC(N(CC1)CC=C)=O (4-Benzyloxycarbonyl-1-allylpiperazin-2-one). Yield: 69.7%. As a reaction SMILES: [CH2:1]([O:8][C:9]([N:11]1[CH2:16][CH2:15][NH:14][C:13](=[O:17])[CH2:12]1)=[O:10])[C:2]1[CH:7]=[CH:6][CH:5]=[CH:4][CH:3]=1.[H-].[Na+].[CH2:20](I)[CH:21]=[CH2:22]>C1COCC1>[CH2:1]([O:8][C:9]([N:11]1[CH2:16][CH2:15][N:14]([CH2:22][CH:21]=[CH2:20])[C:13](=[O:17])[CH2:12]1)=[O:10])[C:2]1[CH:3]=[CH:4][CH:5]=[CH:6][CH:7]=1 |f:1.2|. Procedure details: Add to a solution of 4-benzyloxycarbonylpiperazin-2-one (1.6 g, 6.8 mmol) in dry THF (10 mL/mmol) under nitrogen, sodium hydride (188 mg, 7.4 mmol, 60% dispersion in mineral oil) in one portion and stir at room temperature for 30 min. Add allyl iodide (0.9 mL, 10 mmol) and stir at room temperature overnight. Concentrate, add ethyl acetate and wash with water, saturated aqueous sodium chloride solution, dry (magnesium sulfate), concentrate and purify (silica gel chromatography, eluting with 1:1 h... The product is CC1(OCCC2=C1NC1=CC=CC=C21)CNC(C)=O (N[(1,3,4,9-Tetrahydro-1-methylpyrano[3,4-b]indol-1-yl)methyl]-acetamide). Reaction SMILES: C([C:3]1[CH:4]=[CH:5][CH:6]=[C:7]2[C:11]=1[NH:10][C:9]1[C:12]([CH2:17][NH:18][C:19](=[O:21])[CH3:20])([CH3:16])[O:13][CH2:14][CH2:15][C:8]2=1)C.COC1C=C2C(C3CCOC(CNC(=O)C)(C)C=3N2)=CC=1.C1(COC2C=C3C(=CC=2)NC2C(CNC(=O)C)(C)OCCC3=2)C=CC=CC=1>>[CH3:16][C:12]1([CH2:17][NH:18][C:19](=[O:21])[CH3:20])[C:9]2[NH:10][C:11]3[C:7]([C:8]=2[CH2:15][CH2:14][O:13]1)=[CH:6][CH:5]=[CH:4][CH:3]=3. Starting materials: C(C)C=1C=CC=C2C3=C(NC12)C(OCC3)(C)CNC(C)=O (N-[(8-ethyl-1,3,4,9-tetrahydro-1-methylpyrano[3,4-b]indol-1-yl)methyl]-acetamide), COC1=CC=C2C3=C(NC2=C1)C(OCC3)(C)CNC(C)=O (N-[(7-methoxy-1,3,4,9-tetrahydro-1methylpyrano-[3,4-b]indol-1-yl)methyl]-acetamide), C1(=CC=CC=C1)COC=1C=C2C3=C(NC2=CC1)C(OCC3)(C)CNC(C)=O (N-[(6-phenylmethoxy-1,3,4,9-tetrahydro-1-methylpyrano[3,4-b]indol-1-yl)methyl]-acetamide). Procedure details: In the same manner but replacing indole-3-ethanol with an equivalent amount of 7-ethylindole-3-ethanol, 6-methoxyindole-3-ethanol or 5-phenylmethoxy-indole-3-ethanol, the following compounds of formula 11a are obtained, respectively: N-[(8-ethyl-1,3,4,9-tetrahydro-1-methylpyrano[3,4-b]indol-1-yl)methyl]-acetamide, N-[(7-methoxy-1,3,4,9-tetrahydro-1methylpyrano-[3,4-b]indol-1-yl)methyl]-acetamide and N-[(6-phenylmethoxy-1,3,4,9-tetrahydro-1-methylpyrano[3,4-b]indol-1-yl)methyl]-acetamide.